The task is: describe an organic reaction: reactants, conditions, products, and yield. This data is from the Open Reaction Database (ORD), a public repository of structured organic reaction records. Reactants: Cl.C1=C(C=CC=2SC3=CC=CC=C3NC12)C=1N=C(SC1)CN (1-[4-(10H-phenothiazin-2-yl)-1,3-thiazol-2-yl]methanamine hydrochloride), C(CC)=O (propionaldehyde), CC(C)(C)C=O (pivaldehyde), intermediate 355.2. Product: C(C(C)(C)C)NCC=1SC=C(N1)C1=CC=2NC3=CC=CC=C3SC2C=C1 (N-neopentyl-N-{[4-(10H-phenothiazin-2-yl)-1,3-thiazol-2-yl]methyl}amine). Yield: 40.6%. As a reaction SMILES: Cl.[CH:2]1[C:15]2[NH:14][C:13]3[C:8](=[CH:9][CH:10]=[CH:11][CH:12]=3)[S:7][C:6]=2[CH:5]=[CH:4][C:3]=1[C:16]1[N:17]=[C:18]([CH2:21][NH2:22])[S:19][CH:20]=1.[CH3:23][C:24]([CH:27]=O)([CH3:26])[CH3:25].C(=O)CC>>[CH2:23]([NH:22][CH2:21][C:18]1[S:19][CH:20]=[C:16]([C:3]2[CH:4]=[CH:5][C:6]3[S:7][C:8]4[C:13](=[CH:12][CH:11]=[CH:10][CH:9]=4)[NH:14][C:15]=3[CH:2]=2)[N:17]=1)[C:24]([CH3:27])([CH3:26])[CH3:25] |f:0.1|. Procedure: This compound is prepared according to a protocol identical to that described for Stage 399.1 of Example 399, with the compound of Example 362 and pivaldehyde respectively replacing intermediate 355.2 and the propionaldehyde. The expected product is obtained in the form of an off-white solid with a yield of 40.6%. Melting point: 172.0-174.0° C. Reaction SMILES: [NH2:1][C@@H:2]1[CH2:7][CH2:6][C@H:5]([C:8]([OH:10])=[O:9])[CH2:4][CH2:3]1.N[C@@H:12]1CC[C@H](C(OC)=O)C[CH2:13]1>>[NH2:1][C@@H:2]1[CH2:7][CH2:6][C@H:5]([C:8]([O:10][CH2:12][CH3:13])=[O:9])[CH2:4][CH2:3]1. Yields the product N[C@H]1CC[C@H](CC1)C(=O)OCC (cis-Ethyl 4-aminocyclohexanecarboxylate). Procedure: The title compound was prepared from cis-4-aminocyclohexanecarboxylic acid using a method analogous to cis-methyl 4-aminocyclohexanecarboxylate. Starting materials: N[C@H]1CC[C@H](CC1)C(=O)O (cis-4-aminocyclohexanecarboxylic acid), N[C@H]1CC[C@H](CC1)C(=O)OC (cis-methyl 4-aminocyclohexanecarboxylate). Reactants: CCOC(=O)C1NN=C(C(C)(C)C)S1, Cc1ccccc1, CC(C)C(NC(=O)OCC1c2ccccc2-c2ccccc21)C(=O)Cl. Product: CCOC(=O)C1SC(C(C)(C)C)=NN1C(=O)C(NC(=O)OCC1c2ccccc2-c2ccccc21)C(C)C. Reaction SMILES: [CH2:1]([CH3:2])[O:3][C:4](=[O:5])[CH:6]1[S:7][C:8]([C:11]([CH3:12])([CH3:13])[CH3:14])=[N:9][NH:10]1.[CH3:40][c:41]1[cH:42][cH:43][cH:44][cH:45][cH:46]1.[cH:15]1[cH:16][cH:17][cH:18][c:19]2[c:27]1[CH:26]([CH2:28][O:29][C:30]([NH:31][CH:32]([CH:33]([CH3:34])[CH3:35])[C:36](=[O:37])[Cl:38])=[O:39])[c:25]1[c:20]-2[cH:21][cH:22][cH:23][cH:24]1>>[CH2:1]([CH3:2])[O:3][C:4](=[O:5])[CH:6]1[S:7][C:8]([C:11]([CH3:12])([CH3:13])[CH3:14])=[N:9][N:10]1[C:36]([CH:32]([NH:31][C:30]([O:29][CH2:28][CH:26]1[c:25]2[c:20]([cH:21][cH:22][cH:23][cH:24]2)-[c:19]2[cH:18][cH:17][cH:16][cH:15][c:27]21)=[O:39])[CH:33]([CH3:34])[CH3:35])=[O:37].